Dataset: the Open Reaction Database (ORD), a public repository of structured organic reaction records. Task: describe an organic reaction: reactants, conditions, products, and yield Reactants: O=C([O-])[O-], CS(C)=O, N#Cc1ccc(F)c2ccccc12, [K+], [K+], O, OCC1CCCNC1. Yields the product N#Cc1ccc(N2CCCC(CO)C2)c2ccccc12. RXN SMILES: [C:22](=[O:23])([O-:24])[O-:25].[CH3:28][S:29]([CH3:30])=[O:31].[F:1][c:2]1[cH:3][cH:4][c:5]([C:12]#[N:13])[c:6]2[cH:7][cH:8][cH:9][cH:10][c:11]12.[K+:26].[K+:27].[OH2:32].[OH:14][CH2:15][CH:16]1[CH2:17][NH:18][CH2:19][CH2:20][CH2:21]1>>[c:2]1([N:18]2[CH2:17][CH:16]([CH2:15][OH:14])[CH2:21][CH2:20][CH2:19]2)[cH:3][cH:4][c:5]([C:12]#[N:13])[c:6]2[cH:7][cH:8][cH:9][cH:10][c:11]12. Starting materials: O=CO, Cc1cc2c(s1)SCCc1cc(=O)n(-c3ccc(Cl)cc3)nc1-2, O, OO. Product: Cc1cc2c(s1)S(=O)CCc1cc(=O)n(-c3ccc(Cl)cc3)nc1-2. Reaction SMILES: [CH:27]([OH:28])=[O:29].[Cl:1][c:2]1[cH:3][cH:4][c:5](-[n:8]2[n:9][c:10]3[c:11]([cH:12][c:13]2=[O:14])[CH2:15][CH2:16][S:17][c:18]2[c:19]-3[cH:20][c:21]([CH3:23])[s:22]2)[cH:6][cH:7]1.[OH2:26].[OH:24][OH:25]>>[Cl:1][c:2]1[cH:3][cH:4][c:5](-[n:8]2[n:9][c:10]3[c:11]([cH:12][c:13]2=[O:14])[CH2:15][CH2:16][S:17](=[O:24])[c:18]2[c:19]-3[cH:20][c:21]([CH3:23])[s:22]2)[cH:6][cH:7]1. Run in ClCCl (dichloromethane). Isolated yield 69.0%. Reported procedure: tert-Butyl 6-(4-fluorophenyl)-2,6-diazaspiro[3,3]heptane-2-carboxylate (0.029 g, 0.098 mmol) obtained in step 1 was dissolved in dichloromethane (0.3 mL), and trifluoroacetic acid (0.11 mL, 1.467 mmol) was added. The mixture was stirred at room temperature for 5 hr, and saturated aqueous sodium hydrogen carbonate solution was added to quench the reaction. The organic layer was separated, and the aqueous layer was extracted with chloroform. The organic layers were combined, washed with saturated ... Starting materials: FC(C(=O)O)(F)F (trifluoroacetic acid), FC1=CC(=C(C=C1)NC1=C(C=NC=2N1N=CC2)C(=O)OCC)C (Ethyl 7-(4-fluoro-2-methylphenylamino)pyrazolo[1,5-a]pyrimidine-6-carboxylate), C(O)([O-])=O.[Na+] (sodium hydrogen carbonate). Conditions: time 5 hour. Reaction SMILES: [F:1][C:2]1[CH:7]=[CH:6][C:5]([NH:8][C:9]2N3N=CC=[C:13]3[N:12]=[CH:11][C:10]=2[C:18](OCC)=O)=[C:4](C)[CH:3]=1.FC(F)(F)C(O)=O.C(=O)([O-])O.[Na+]>ClCCl>[F:1][C:2]1[CH:3]=[CH:4][C:5]([N:8]2[CH2:9][C:10]3([CH2:11][NH:12][CH2:13]3)[CH2:18]2)=[CH:6][CH:7]=1 |f:2.3|. The product is FC1=CC=C(C=C1)N1CC2(C1)CNC2 (2-(4-fluorophenyl)-2,6-diazaspiro[3,3]heptane).